Dataset: the Open Reaction Database (ORD), a public repository of structured organic reaction records. Task: describe an organic reaction: reactants, conditions, products, and yield Reactants: ClC=1C=C2C(=CC=NC2=C(C1)C)O (6-chloro-4-hydroxy-8-methylquinoline), [Br-].[Br-].C1(=CC=CC=C1)P(C1=CC=CC=C1)C1=CC=CC=C1 (triphenylphosphine dibromide). Solvent: C(C)#N (acetonitrile). The product is BrC1=CC=NC2=C(C=C(C=C12)Cl)C (4-Bromo-6-chloro-8-methylquinoline). As a reaction SMILES: [Cl:1][C:2]1[CH:3]=[C:4]2[C:9](=[C:10]([CH3:12])[CH:11]=1)[N:8]=[CH:7][CH:6]=[C:5]2O.[Br-:14].[Br-].C1(P(C2C=CC=CC=2)C2C=CC=CC=2)C=CC=CC=1>C(#N)C>[Br:14][C:5]1[C:4]2[C:9](=[C:10]([CH3:12])[CH:11]=[C:2]([Cl:1])[CH:3]=2)[N:8]=[CH:7][CH:6]=1 |f:1.2.3|. Procedure: A mixture of 6-chloro-4-hydroxy-8-methylquinoline (1.9 g, 9.8 mmol) and triphenylphosphine dibromide (6.2 g, 14.7 mmol) in acetonitrile (50 mL) was refluxed for 2 hours. The mixture was allowed to cool to room temperature then concentrated. The residue was purified by silica gel chromatography eluting with 0-10% EtOAc/hexanes to afford the title compound as a white solid: 1H NMR (500 MHz, CDCl3): δ 8.67 (d, J=4.7 Hz, 1H); 8.06 (d, J=2.2 Hz, 1H); 7.71 (d, J=4.6 Hz, 1H); 7.58 (s, 1H); 2.79 (s, 3H)... Reactants: BrCC1=C(C=CC=C1Cl)Cl (2-(bromomethyl)-1,3-dichlorobenzene), O (water), [OH-].[K+] (potassium hydroxide), NC1=C(C=C(C=C1)O)[N+](=O)[O-] (4-amino-3-nitrophenol). Solvent: CN(C=O)C (N,N-dimethylformamide), CN(C=O)C (N,N-dimethylformamide). Run at temperature 20 celsius. Yields the product ClC1=C(COC2=CC(=C(N)C=C2)[N+](=O)[O-])C(=CC=C1)Cl (4-[(2,6-dichlorobenzyl)oxy]-2-nitroaniline). The yield is 76.7%. As a reaction SMILES: [OH-].[K+].[NH2:3][C:4]1[CH:9]=[CH:8][C:7]([OH:10])=[CH:6][C:5]=1[N+:11]([O-:13])=[O:12].Br[CH2:15][C:16]1[C:21]([Cl:22])=[CH:20][CH:19]=[CH:18][C:17]=1[Cl:23].O>CN(C)C=O>[Cl:22][C:21]1[CH:20]=[CH:19][CH:18]=[C:17]([Cl:23])[C:16]=1[CH2:15][O:10][C:7]1[CH:8]=[CH:9][C:4]([NH2:3])=[C:5]([N+:11]([O-:13])=[O:12])[CH:6]=1 |f:0.1|. Procedure: add 561 mg of anhydrous potassium hydroxide to a solution of 1.54 g of 4-amino-3-nitrophenol in 6 cm3 of N,N-dimethylformamide. Add dropwise, to the purple solution obtained, 2.4 g of 2-(bromomethyl)-1,3-dichlorobenzene in solution in 2 cm3 of N,N-dimethylformamide, without exceeding 20° C. After stirring the reaction mixture for about twenty hours at a temperature around 20° C., the reaction mixture is poured into 200 cm3 of water. The mixture obtained is extracted three times with 100 cm3 of e... Starting materials: CCN, CO, CCOCc1nc(-c2ccc(OCC3CO3)cc2)cn1-c1ccc(Oc2ccc(Cl)cc2)cc1. Yields the product CCNCC(O)COc1ccc(-c2cn(-c3ccc(Oc4ccc(Cl)cc4)cc3)c(COCC)n2)cc1. As a reaction SMILES: [CH3:35][CH2:36][NH2:37].[CH3:38][OH:39].[Cl:1][c:2]1[cH:3][cH:4][c:5]([O:6][c:7]2[cH:8][cH:9][c:10](-[n:13]3[c:14]([CH2:29][O:30][CH2:31][CH3:32])[n:15][c:16](-[c:18]4[cH:19][cH:20][c:21]([O:24][CH2:25][CH:26]5[O:27][CH2:28]5)[cH:22][cH:23]4)[cH:17]3)[cH:11][cH:12]2)[cH:33][cH:34]1>>[Cl:1][c:2]1[cH:3][cH:4][c:5]([O:6][c:7]2[cH:8][cH:9][c:10](-[n:13]3[c:14]([CH2:29][O:30][CH2:31][CH3:32])[n:15][c:16](-[c:18]4[cH:19][cH:20][c:21]([O:24][CH2:25][CH:26]([OH:27])[CH2:28][NH:37][CH2:36][CH3:35])[cH:22][cH:23]4)[cH:17]3)[cH:11][cH:12]2)[cH:33][cH:34]1. Procedure: To a stirred solution of acetic acid (60 mL) was added hexamethyldisilazane (26.2 mL, 125 mmol) dropwise over 30 min with temperature kept below 40° C. throughout addition. This resulting solution was subsequently added to a stirred solution of malononitrile (13.50 g, 204 mmol) and 3-methoxyacetophenone (13.71 mL, 100 mmol) in acetic acid (30 mL). The final reaction mixture heated to 70° C. under nitrogen for 16 h. The reaction mixture was cooled to RT, partitioned between toluene and water (150... Yields the product COC=1C=C(C=CC1)C(C)=C(C#N)C#N ({1-[3-(Methyloxy)phenyl]ethylidene}propanedinitrile). The solvent is C(C)(=O)O (acetic acid), C(C)(=O)O (acetic acid). As a reaction SMILES: C[Si](C)(C)N[Si](C)(C)C.[C:10](#[N:14])[CH2:11][C:12]#[N:13].[CH3:15][C:16]([C:18]1[CH:23]=[CH:22][CH:21]=[C:20]([O:24][CH3:25])[CH:19]=1)=O>C(O)(=O)C>[CH3:25][O:24][C:20]1[CH:19]=[C:18]([C:16](=[C:11]([C:10]#[N:14])[C:12]#[N:13])[CH3:15])[CH:23]=[CH:22][CH:21]=1. Reactants: C(CC#N)#N (malononitrile), CC(=O)C1=CC(=CC=C1)OC (3-methoxyacetophenone), C[Si](N[Si](C)(C)C)(C)C (hexamethyldisilazane). Conditions: temperature 70 celsius. The yield is 100.9%. Reactants: CS(=O)(=O)O, O=N[O-], [Na+], O=C(O)CNC([PH](=O)Oc1ccccc1)[PH](=O)Oc1ccccc1. Product: O=NN(CC(=O)O)C([PH](=O)Oc1ccccc1)[PH](=O)Oc1ccccc1. Reaction SMILES: [CH3:25][S:26]([OH:27])(=[O:28])=[O:29].[N:30](=[O:31])[O-:32].[Na+:33].[O:1]([c:2]1[cH:3][cH:4][cH:5][cH:6][cH:7]1)[PH:8](=[O:9])[CH:10]([NH:11][CH2:12][C:13](=[O:14])[OH:15])[PH:16](=[O:17])[O:18][c:19]1[cH:20][cH:21][cH:22][cH:23][cH:24]1>>[O:1]([c:2]1[cH:3][cH:4][cH:5][cH:6][cH:7]1)[PH:8](=[O:9])[CH:10]([N:11]([CH2:12][C:13](=[O:14])[OH:15])[N:30]=[O:31])[PH:16](=[O:17])[O:18][c:19]1[cH:20][cH:21][cH:22][cH:23][cH:24]1.